From a dataset of the Open Reaction Database (ORD), a public repository of structured organic reaction records. describe an organic reaction: reactants, conditions, products, and yield Starting materials: BrC=1SC(=C(C1C(=O)OCC)C(F)(F)F)C (ethyl 2-bromo-5-methyl-4-(trifluoromethyl)thiophene-3-carboxylate), ClC1=CC=C(C=C1)B(O)O ((4-chlorophenyl)boronic acid), [O-]P(=O)([O-])[O-].[K+].[K+].[K+] (K3PO4). The reagents and catalysts are C=1C=CC(=CC1)[P](C=2C=CC=CC2)(C=3C=CC=CC3)[Pd]([P](C=4C=CC=CC4)(C=5C=CC=CC5)C=6C=CC=CC6)([P](C=7C=CC=CC7)(C=8C=CC=CC8)C=9C=CC=CC9)[P](C=1C=CC=CC1)(C=1C=CC=CC1)C=1C=CC=CC1 (Pd(PPh3)4). The solvent is O1CCOCC1 (dioxane). Run at temperature 90 celsius, time 8 hour. Yields the product ClC1=CC=C(C=C1)C=1SC(=C(C1C(=O)OCC)C(F)(F)F)C (Ethyl 2-(4-chlorophenyl)-5-methyl-4-(trifluoromethyl)thiophene-3-carboxylate). Reaction SMILES: Br[C:2]1[S:3][C:4]([CH3:16])=[C:5]([C:12]([F:15])([F:14])[F:13])[C:6]=1[C:7]([O:9][CH2:10][CH3:11])=[O:8].[Cl:17][C:18]1[CH:23]=[CH:22][C:21](B(O)O)=[CH:20][CH:19]=1.[O-]P([O-])([O-])=O.[K+].[K+].[K+]>C1C=CC([P]([Pd]([P](C2C=CC=CC=2)(C2C=CC=CC=2)C2C=CC=CC=2)([P](C2C=CC=CC=2)(C2C=CC=CC=2)C2C=CC=CC=2)[P](C2C=CC=CC=2)(C2C=CC=CC=2)C2C=CC=CC=2)(C2C=CC=CC=2)C2C=CC=CC=2)=CC=1.O1CCOCC1>[Cl:17][C:18]1[CH:23]=[CH:22][C:21]([C:2]2[S:3][C:4]([CH3:16])=[C:5]([C:12]([F:15])([F:14])[F:13])[C:6]=2[C:7]([O:9][CH2:10][CH3:11])=[O:8])=[CH:20][CH:19]=1 |f:2.3.4.5,^1:38,40,59,78|. Procedure details: Into a 100-mL round-bottom flask purged and maintained with an inert atmosphere of nitrogen, was placed ethyl 2-bromo-5-methyl-4-(trifluoromethyl)thiophene-3-carboxylate (250 mg, 0.79 mmol, 1.00 equiv), (4-chlorophenyl)boronic acid (185 mg, 1.18 mmol, 1.50 equiv), K3PO4 (620 mg, 2.92 mmol, 3.71 equiv), Pd(PPh3)4 (73 mg, 0.06 mmol, 0.08 equiv), dioxane (20 mL). The resulting solution was stirred overnight at 90° C. The solids were filtered out. The filtrate was concentrated under vacuum. The resi... Reactants: ClC=1C(=CC=C2C=CNC12)C(=O)O (7-chloro-1H-indole-6-carboxylic acid), CO (MeOH), Solvent B, Solvent A, CO (MeOH), ClC=1C(=CC=C2C(=CNC12)C1=CCCCC1)C(=O)O (7-chloro-3-cyclohexenyl-1H-indole-6-carboxylic acid). Reagents/catalysts: [OH-].[OH-].[Pd+2] (Pd(OH)2/C). Solvent: C1CCOC1.CO (THF MeOH). Product: ClC=1C(=CC=C2C(=CNC12)C1CCCCC1)C(=O)O (7-chloro-3-cyclohexyl-1H-indole-6-carboxylic acid). Isolated yield 94.4%. As a reaction SMILES: ClC1C(C(O)=O)=CC=C2C=1NC=C2.CO.[Cl:16][C:17]1[C:18]([C:32]([OH:34])=[O:33])=[CH:19][CH:20]=[C:21]2[C:25]=1[NH:24][CH:23]=[C:22]2[C:26]1[CH2:31][CH2:30][CH2:29][CH2:28][CH:27]=1>C1COCC1.CO.[OH-].[OH-].[Pd+2]>[Cl:16][C:17]1[C:18]([C:32]([OH:34])=[O:33])=[CH:19][CH:20]=[C:21]2[C:25]=1[NH:24][CH:23]=[C:22]2[CH:26]1[CH2:31][CH2:30][CH2:29][CH2:28][CH2:27]1 |f:3.4,5.6.7|. Reported procedure: To a mixture of 7-chloro-1H-indole-6-carboxylic acid (3.8 g, about 19.4 mmol) in MeOH (50 ml) at r.t. under N2 was added cyclohexanone (6.13 ml, 59.1 mmol), followed by a solution of NaOMe in MeOH (17.5 ml, 76.6 mmol, 25% wt). The reaction mixture was stirred at reflux for 16 hr. After cooling to r.t., the mixture was added another bath of cyclohexanone (6.13 ml, 59.1 mmol), followed by another solution of NaOMe in MeOH (17.5 ml, 76.5 mmol, 25% wt), and then re-stirred at reflux for another 7 hr... Reactants: FC1=CC=CC=2C(OC(C21)=O)=O (4-fluoro-2-benzofuran-1,3-dione), C(=O)N (formamide), ice water. The product is FC1=C2C(NC(C2=CC=C1)=O)=O (4-Fluoro-1H-isoindole-1,3(2H)-dione). RXN SMILES: [F:1][C:2]1[C:10]2[C:9](=[O:11])[O:8][C:7](=O)[C:6]=2[CH:5]=[CH:4][CH:3]=1.C([NH2:15])=O>>[F:1][C:2]1[CH:3]=[CH:4][CH:5]=[C:6]2[C:10]=1[C:9](=[O:11])[NH:15][C:7]2=[O:8]. Reported procedure: Under argon, 10.0 g (60.2 mmol) of 4-fluoro-2-benzofuran-1,3-dione were stirred at 130° C. in 50 ml of formamide for 1 h. The cooled reaction mixture was then added to ice-water. A solid precipitated out. This solid was filtered off with suction and washed with water. The product was dried under high vacuum. This gave 8.3 g (83% of theory) of the target compound. Starting materials: OC1=CC=C(C(=O)OC)C=C1 (methyl 4-hydroxybenzoate), C(=O)([O-])[O-].[K+].[K+] (K2CO3), BrCCOC1OCCCC1 (2-(2-bromoethoxy)tetrahydro-2H-pyran). Run in CN(C)C=O (DMF). Reaction conditions: temperature 100 celsius. Product: O1C(CCCC1)OCCOC1=CC=C(C(=O)OC)C=C1 (Methyl 4-(2-(tetrahydro-2H-pyran-2-yloxy)ethoxy)benzoate). The yield is 105.4%. RXN SMILES: [OH:1][C:2]1[CH:11]=[CH:10][C:5]([C:6]([O:8][CH3:9])=[O:7])=[CH:4][CH:3]=1.C([O-])([O-])=O.[K+].[K+].Br[CH2:19][CH2:20][O:21][CH:22]1[CH2:27][CH2:26][CH2:25][CH2:24][O:23]1>CN(C=O)C>[O:23]1[CH2:24][CH2:25][CH2:26][CH2:27][CH:22]1[O:21][CH2:20][CH2:19][O:1][C:2]1[CH:3]=[CH:4][C:5]([C:6]([O:8][CH3:9])=[O:7])=[CH:10][CH:11]=1 |f:1.2.3|. Reported procedure: A mixture containing 40 g of methyl 4-hydroxybenzoate and 90.84 g of K2CO3 in 400 ml of DMF is heated to 100° C. and 71.47 g of 2-(2-bromoethoxy)tetrahydro-2H-pyran are added slowly, with continued heating for 8 hours. The inorganic material is filtered off and rinsed with DMF. The filtrate is evaporated under vacuum and then taken up in DCM, washed 3 times with water, dried over MgSO4 and then evaporated. 77.66 g of the expected compound are obtained. Starting materials: O=S(=O)(Cl)c1ccc(Br)cc1OC(F)(F)F, CN(C)c1nc(Nc2ccc(NC(=O)OC(C)(C)C)cc2)nc2ccccc12, CCOC(C)=O, ClCCl, Cl, [Na+], O=C([O-])O. Yields the product CN(C)c1nc(Nc2ccc(NS(=O)(=O)c3ccc(Br)cc3OC(F)(F)F)cc2)nc2ccccc12. RXN SMILES: [Br:35][c:36]1[cH:37][c:38]([O:46][C:47]([F:48])([F:49])[F:50])[c:39]([S:42](=[O:43])(=[O:44])[Cl:45])[cH:40][cH:41]1.[C:1]([O:2][C:3](=[O:4])[NH:7][c:8]1[cH:9][cH:10][c:11]([NH:14][c:15]2[n:16][c:17]3[cH:18][cH:19][cH:20][cH:21][c:22]3[c:23]([N:25]([CH3:26])[CH3:27])[n:24]2)[cH:12][cH:13]1)([CH3:5])([CH3:6])[CH3:28].[CH3:51][CH2:52][O:53][C:54]([CH3:55])=[O:56].[Cl:57][CH2:58][Cl:59].[ClH:29].[Na+:34].[O-:30][C:31]([OH:32])=[O:33]>>[NH:7]([c:8]1[cH:9][cH:10][c:11]([NH:14][c:15]2[n:16][c:17]3[cH:18][cH:19][cH:20][cH:21][c:22]3[c:23]([N:25]([CH3:26])[CH3:27])[n:24]2)[cH:12][cH:13]1)[S:42]([c:39]1[c:38]([O:46][C:47]([F:48])([F:49])[F:50])[cH:37][c:36]([Br:35])[cH:41][cH:40]1)(=[O:43])=[O:44]. Starting materials: CN(C)C=O, BrCC1CC1, CC(C)N1CCN(C(=O)c2ccc3[nH]c(C(=O)NCC4(F)COC4)cc3c2)CC1, [H-], [Na+]. Yields the product CC(C)N1CCN(C(=O)c2ccc3c(c2)cc(C(=O)NCC2(F)COC2)n3CC2CC2)CC1. Reaction SMILES: [CH3:37][N:38]([CH3:39])[CH:40]=[O:41].[CH:32]1([CH2:35][Br:36])[CH2:33][CH2:34]1.[F:1][C:2]1([CH2:6][NH:7][C:8](=[O:9])[c:10]2[nH:11][c:12]3[cH:13][cH:14][c:15]([C:19](=[O:20])[N:21]4[CH2:22][CH2:23][N:24]([CH:27]([CH3:28])[CH3:29])[CH2:25][CH2:26]4)[cH:16][c:17]3[cH:18]2)[CH2:3][O:4][CH2:5]1.[H-:30].[Na+:31]>>[F:1][C:2]1([CH2:6][NH:7][C:8](=[O:9])[c:10]2[n:11]([CH2:35][CH:32]3[CH2:33][CH2:34]3)[c:12]3[cH:13][cH:14][c:15]([C:19](=[O:20])[N:21]4[CH2:22][CH2:23][N:24]([CH:27]([CH3:28])[CH3:29])[CH2:25][CH2:26]4)[cH:16][c:17]3[cH:18]2)[CH2:3][O:4][CH2:5]1. The reactants are COc1ccc2c(=O)[nH]c(C)c(-c3ccccc3)c2c1, COc1ccc(P2(=S)SP(=S)(c3ccc(OC)cc3)S2)cc1, CCOCC, Cc1ccccc1. The product is COc1ccc2c(=S)[nH]c(C)c(-c3ccccc3)c2c1. As a reaction SMILES: [CH3:1][O:2][c:3]1[cH:4][c:5]2[c:6](-[c:15]3[cH:16][cH:17][cH:18][cH:19][cH:20]3)[c:7]([CH3:14])[nH:8][c:9](=[O:13])[c:10]2[cH:11][cH:12]1.[CH3:21][O:22][c:23]1[cH:24][cH:25][c:26]([P:27]2(=[S:30])[S:28][P:29]([c:31]3[cH:32][cH:33][c:34]([O:35][CH3:36])[cH:37][cH:38]3)(=[S:39])[S:40]2)[cH:41][cH:42]1.[CH3:43][CH2:44][O:45][CH2:46][CH3:47].[CH3:48][c:49]1[cH:50][cH:51][cH:52][cH:53][cH:54]1>>[CH3:1][O:2][c:3]1[cH:4][c:5]2[c:6](-[c:15]3[cH:16][cH:17][cH:18][cH:19][cH:20]3)[c:7]([CH3:14])[nH:8][c:9](=[S:30])[c:10]2[cH:11][cH:12]1. Starting materials: CC(C)(C)OC(=O)N1CCc2ccc(C#N)cc2CC1, ClCCl, O=C(O)C(F)(F)F. Yields the product N#Cc1ccc2c(c1)CCNCC2. RXN SMILES: [C:1]([O:2][C:3](=[O:4])[N:8]1[CH2:9][CH2:10][c:11]2[c:12]([cH:15][cH:16][c:17]([C:19]#[N:20])[cH:18]2)[CH2:13][CH2:14]1)([CH3:5])([CH3:6])[CH3:7].[Cl:28][CH2:29][Cl:30].[OH:21][C:22]([C:23]([F:24])([F:25])[F:26])=[O:27]>>[NH:8]1[CH2:9][CH2:10][c:11]2[c:12]([cH:15][cH:16][c:17]([C:19]#[N:20])[cH:18]2)[CH2:13][CH2:14]1. Reactants: ClC1=CC(=NC=N1)C(=O)OCC (ethyl 6-chloropyrimidine-4-carboxylate), O (water), N1CCC(CC1)C=1C(NC2=CC=CC=C2C1)O (3-piperidin-4-yl-1,2-dihydro-quinolin-2-ol), CCN(C(C)C)C(C)C (DIPEA). Run in CN(C)C=O (DMF). Reaction conditions: time 8 hour. The product is O=C1NC2=CC=CC=C2C=C1C1CCN(CC1)C1=CC(=NC=N1)C(=O)OCC (ethyl 6-[4-(2-oxo-1,2-dihydro-quinolin-3-yl)-piperidin-1-yl]-pyrimidine-4-carboxylate). RXN SMILES: Cl[C:2]1[N:7]=[CH:6][N:5]=[C:4]([C:8]([O:10][CH2:11][CH3:12])=[O:9])[CH:3]=1.[NH:13]1[CH2:18][CH2:17][CH:16]([C:19]2[CH:20]([OH:29])[NH:21][C:22]3[C:27]([CH:28]=2)=[CH:26][CH:25]=[CH:24][CH:23]=3)[CH2:15][CH2:14]1.CCN(C(C)C)C(C)C.O>CN(C=O)C>[O:29]=[C:20]1[C:19]([CH:16]2[CH2:17][CH2:18][N:13]([C:2]3[N:7]=[CH:6][N:5]=[C:4]([C:8]([O:10][CH2:11][CH3:12])=[O:9])[CH:3]=3)[CH2:14][CH2:15]2)=[CH:28][C:27]2[C:22](=[CH:23][CH:24]=[CH:25][CH:26]=2)[NH:21]1. Reported procedure: 730 mg (3.91 mmol) ethyl 6-chloropyrimidine-4-carboxylate were placed in 10 mL DMF. 900 mg (3.94 mmol) 3-piperidin-4-yl-1,2-dihydro-quinolin-2-ol and 2.30 mL (13.4 mmol) DIPEA were added and the reaction mixture was stirred overnight at RT. The reaction mixture was mixed with 60 mL water and stirred for 30 min. The precipitated solid was suction filtered and dried. The reactants are C1(=CC=CC=C1)C1=C(C(=CN1)C(=O)OC)CCC (methyl 5-phenyl-4-propyl-1H-pyrrole-3-carboxylate), [H-].[Na+] (sodium hydride), C1(=CC=CC=C1)S(=O)(=O)Cl (benzenesulfonyl chloride). The product is C1(=CC=CC=C1)C1=C(C(=CN1S(=O)(=O)C1=CC=CC=C1)C(=O)OC)CCC (Methyl 5-phenyl-1-(phenylsulfonyl)-4-propyl-1H-pyrrole-3-carboxylate). The yield is 86.6%. As a reaction SMILES: [C:1]1([C:7]2[NH:11][CH:10]=[C:9]([C:12]([O:14][CH3:15])=[O:13])[C:8]=2[CH2:16][CH2:17][CH3:18])[CH:6]=[CH:5][CH:4]=[CH:3][CH:2]=1.[H-].[Na+].[C:21]1([S:27](Cl)(=[O:29])=[O:28])[CH:26]=[CH:25][CH:24]=[CH:23][CH:22]=1>>[C:1]1([C:7]2[N:11]([S:27]([C:21]3[CH:26]=[CH:25][CH:24]=[CH:23][CH:22]=3)(=[O:29])=[O:28])[CH:10]=[C:9]([C:12]([O:14][CH3:15])=[O:13])[C:8]=2[CH2:16][CH2:17][CH3:18])[CH:2]=[CH:3][CH:4]=[CH:5][CH:6]=1 |f:1.2|. Procedure: Using methyl 5-phenyl-4-propyl-1H-pyrrole-3-carboxylate (2.0 g), sodium hydride (60% in oil, 434 mg) and benzenesulfonyl chloride (1.60 g), a procedure as in Reference Example 4 was performed to give the title compound as colorless crystals (yield 2.73 g, 69%).